Dataset: the Open Reaction Database (ORD), a public repository of structured organic reaction records. Task: describe an organic reaction: reactants, conditions, products, and yield Starting materials: C(C)(=O)N1CCC(CC1)CCC(=O)C=1C=CC2=C(CN(CCO2)C=O)C1 (3-(1-acetyl-4-piperidinyl)-1-(4-formyl 2,3,4,5-tetrahydro-1,4-benzoxazepin-7-yl)-1-propanone). The solvent is CO (methanol), Cl (hydrochloric acid). The product is C(C)(=O)N1CCC(CC1)CCC(=O)C=1C=CC2=C(CNCCO2)C1 (3-(1-acetyl-4-piperidinyl)-1-(2,3,4,5-tetrahydro-1,4-benzoxazepin-7-yl)-1-propanone). The yield is 96.8%. RXN SMILES: [C:1]([N:4]1[CH2:9][CH2:8][CH:7]([CH2:10][CH2:11][C:12]([C:14]2[CH:15]=[CH:16][C:17]3[O:23][CH2:22][CH2:21][N:20](C=O)[CH2:19][C:18]=3[CH:26]=2)=[O:13])[CH2:6][CH2:5]1)(=[O:3])[CH3:2]>CO.Cl>[C:1]([N:4]1[CH2:5][CH2:6][CH:7]([CH2:10][CH2:11][C:12]([C:14]2[CH:15]=[CH:16][C:17]3[O:23][CH2:22][CH2:21][NH:20][CH2:19][C:18]=3[CH:26]=2)=[O:13])[CH2:8][CH2:9]1)(=[O:3])[CH3:2]. Reported procedure: A solution of the 3-(1-acetyl-4-piperidinyl)-1-(4-formyl 2,3,4,5-tetrahydro-1,4-benzoxazepin-7-yl)-1-propanone (6.77 g) in methanol (100 ml) and concentrated hydrochloric acid (100 ml) were heated together at 80-85° C. for 2 hours. The methanol was then distilled off and the residual aqueous solution was made basic with saturated aqueous solution of potassium carbonate and extracted with ethyl acetate-tetrahydrofuran (2:1). The extract was washed with saturated NaCl/H2O and dried over MgSO4, and... The reactants are O=C([O-])O, CCCCCCCCc1ccc(OCC(O)Cn2cccn2)cc1, CC(=O)OC(C)=O, CS(C)=O, [Cl-], [Na+], [Na+]. Product: CCCCCCCCc1ccc(OCC(=O)Cn2cccn2)cc1. As a reaction SMILES: [C:32](=[O:33])([O-:34])[OH:35].[CH2:8]([CH2:9][CH2:10][CH2:11][CH2:12][CH2:13][CH2:14][CH3:15])[c:16]1[cH:17][cH:18][c:19]([O:20][CH2:21][CH:22]([CH2:23][n:24]2[n:25][cH:26][cH:27][cH:28]2)[OH:29])[cH:30][cH:31]1.[CH3:1][C:2]([O:3][C:4](=[O:5])[CH3:6])=[O:7].[CH3:39][S:40]([CH3:41])=[O:42].[Cl-:37].[Na+:36].[Na+:38]>>[CH2:8]([CH2:9][CH2:10][CH2:11][CH2:12][CH2:13][CH2:14][CH3:15])[c:16]1[cH:17][cH:18][c:19]([O:20][CH2:21][C:22]([CH2:23][n:24]2[n:25][cH:26][cH:27][cH:28]2)=[O:29])[cH:30][cH:31]1. Reactants: CC(C)(C)C=1C=C(C=C(C1O)C(C)(C)C)C(C)N(O)C(=S)NC(OCC)=O ([[[1-[3,5-bis (1,1-dimethylethyl)-4-hydroxyphenyl]ethyl]hydroxyamino]-thioxomethyl]carbamic acid, ethyl ester), C(C)(=O)[O-] (acetate). Product: CC(C)(C)C=1C=C(C=C(C1O)C(C)(C)C)C(C)N(C(=O)N)O (N-[1-[3,5-bis (1,1-dimethylethyl)-4-hydroxyphenyl]ethyl]-N-hydroxyurea). As a reaction SMILES: [CH3:1][C:2]([C:5]1[CH:6]=[C:7]([CH:16]([N:18]([C:20]([NH:22]C(=O)OCC)=S)[OH:19])[CH3:17])[CH:8]=[C:9]([C:12]([CH3:15])([CH3:14])[CH3:13])[C:10]=1[OH:11])([CH3:4])[CH3:3].C([O-])(=[O:30])C>>[CH3:1][C:2]([C:5]1[CH:6]=[C:7]([CH:16]([N:18]([OH:19])[C:20]([NH2:22])=[O:30])[CH3:17])[CH:8]=[C:9]([C:12]([CH3:13])([CH3:15])[CH3:14])[C:10]=1[OH:11])([CH3:4])[CH3:3]. Procedure details: [[[1-[3,5-bis (1,1-dimethylethyl)-4-hydroxyphenyl]ethyl]hydroxyamino]-thioxomethyl]carbamic acid, ethyl ester, acetate; The reactants are CNc1ccc(OC)cc1, CC(C)O, FCc1nc(Cl)c2ccccc2n1, Cl, [Na+], O=C([O-])O. The product is COc1ccc(N(C)c2nc(CF)nc3ccccc23)cc1. As a reaction SMILES: [CH3:14][O:15][c:16]1[cH:17][cH:18][c:19]([NH:22][CH3:23])[cH:20][cH:21]1.[CH:30]([OH:31])([CH3:32])[CH3:33].[Cl:1][c:2]1[n:3][c:4]([CH2:12][F:13])[n:5][c:6]2[cH:7][cH:8][cH:9][cH:10][c:11]12.[ClH:24].[Na+:29].[O-:25][C:26]([OH:27])=[O:28]>>[c:2]1([N:22]([c:19]2[cH:18][cH:17][c:16]([O:15][CH3:14])[cH:21][cH:20]2)[CH3:23])[n:3][c:4]([CH2:12][F:13])[n:5][c:6]2[cH:7][cH:8][cH:9][cH:10][c:11]12. The reactants are ClC1=CC=C(C=C1)S (4-chlorothiophenol), CN(C)C (trimethylamine), COC=1C(=C(C=C(C1C)I)[C@@H]1O[C@H](CC1)C1=CC(=C(C(=C1)OC)OC)OC)OCCOS(=O)(=O)O (trans-2-(3-Methoxy-4-methylsulfoxyethoxy-5-iodophenyl)-5-(3,4,5-trimethoxyphenyl)tetrahydrofuran), C(C)O (ethanol). Product: COC=1C=C(C=C(C1OCCSC1=CC=C(C=C1)Cl)I)[C@@H]1O[C@H](CC1)C1=CC(=C(C(=C1)OC)OC)OC (trans-2-(3-Methoxy-4-p-chlorophenylthioethoxy-5-iodophenyl)-5-(3,4,5-trimethoxyphenyl)tetrahydrofuran). Reaction SMILES: [CH3:1][O:2][C:3]1[C:4](OCCOS(O)(=O)=O)=[C:5]([C@H:11]2[CH2:15][CH2:14][C@H:13]([C:16]3[CH:21]=[C:20]([O:22][CH3:23])[C:19]([O:24][CH3:25])=[C:18]([O:26][CH3:27])[CH:17]=3)[O:12]2)[CH:6]=[C:7]([I:10])[C:8]=1C.[Cl:36][C:37]1[CH:42]=[CH:41][C:40]([SH:43])=[CH:39][CH:38]=1.CN(C)C.[CH2:48]([OH:50])[CH3:49]>>[CH3:1][O:2][C:3]1[CH:4]=[C:5]([C@H:11]2[CH2:15][CH2:14][C@H:13]([C:16]3[CH:21]=[C:20]([O:22][CH3:23])[C:19]([O:24][CH3:25])=[C:18]([O:26][CH3:27])[CH:17]=3)[O:12]2)[CH:6]=[C:7]([I:10])[C:8]=1[O:50][CH2:48][CH2:49][S:43][C:40]1[CH:41]=[CH:42][C:37]([Cl:36])=[CH:38][CH:39]=1. Procedure: trans-2-(3-Methoxy-4-methylsulfoxyethoxy-5-iodophenyl)-5-(3,4,5-trimethoxyphenyl)tetrahydrofuran (2.5 g, 4.11 mmol) was dissolved in 50 mL ethanol. To this solution was added 4-chlorothiophenol (1.19 g, 8.22 mmol) and trimethylamine (0.831 g, 8.22 mmol). The reaction mixture was refluxed for 16 hours and then the solvent was removed in vacuo. The residue was purified by column chromatography (silica, 3:1 hexane/ethyl acetate)(2.35 g, 87%). 1H NMR (CDCl3): 1.97 (m, 2H); 2.45 (m, 2H); 3.35 (t, 2H)... The reactants are CSC=1C=C2CCN(C2=CC1C(F)(F)F)C(NC1=CC(=CC=C1)C(=O)O)=O (5-methylthio-6-trifluoromethyl-1-(3-carboxy phenyl carbamoyl)indoline), CSC=1C=C2CCN(C2=CC1C(F)(F)F)C(NC1=CC=C(C=C1)C(=O)OCC)=O (5-methylthio-6-trifluoromethyl-1-(4-ethoxycarbonyl phenyl carbamoyl)indoline). Yields the product CSC=1C=C2CCN(C2=CC1C(F)(F)F)C(NC1=CC=C(C=C1)C(=O)O)=O (5-Methylthio-6-trifluoromethyl-1-(4-carboxy phenyl carbamoyl)indoline). The yield is 88.0%. As a reaction SMILES: CSC1C=C2C(=CC=1C(F)(F)F)N(C(=O)NC1C=CC=C(C(O)=O)C=1)CC2.[CH3:28][S:29][C:30]1[CH:31]=[C:32]2[C:36](=[CH:37][C:38]=1[C:39]([F:42])([F:41])[F:40])[N:35]([C:43](=[O:56])[NH:44][C:45]1[CH:50]=[CH:49][C:48]([C:51]([O:53]CC)=[O:52])=[CH:47][CH:46]=1)[CH2:34][CH2:33]2>>[CH3:28][S:29][C:30]1[CH:31]=[C:32]2[C:36](=[CH:37][C:38]=1[C:39]([F:40])([F:41])[F:42])[N:35]([C:43](=[O:56])[NH:44][C:45]1[CH:50]=[CH:49][C:48]([C:51]([OH:53])=[O:52])=[CH:47][CH:46]=1)[CH2:34][CH2:33]2. Procedure details: This was made in the same manner as 5-methylthio-6-trifluoromethyl-1-(3-carboxy phenyl carbamoyl)indoline using 5-methylthio-6-trifluoromethyl-1-(4-ethoxycarbonyl phenyl carbamoyl)indoline to give the product as a pale green solid (2.455 g, 88%), mp>200° C.